Task: describe an organic reaction: reactants, conditions, products, and yield. Dataset: the Open Reaction Database (ORD), a public repository of structured organic reaction records RXN SMILES: C(OC(=O)[NH:10][CH2:11][CH:12]1[CH2:17][CH2:16][CH:15]([C:18]2[NH:19][CH:20]=[C:21]([C:23]3[CH:28]=[CH:27][CH:26]=[C:25]([C:29]([F:32])([F:31])[F:30])[CH:24]=3)[N:22]=2)[CH2:14][CH2:13]1)C1C=CC=CC=1.[H][H]>[Pd].[C]>[F:32][C:29]([F:30])([F:31])[C:25]1[CH:24]=[C:23]([C:21]2[N:22]=[C:18]([CH:15]3[CH2:14][CH2:13][CH:12]([CH2:11][NH2:10])[CH2:17][CH2:16]3)[NH:19][CH:20]=2)[CH:28]=[CH:27][CH:26]=1 |f:2.3|. Procedure details: An ethanolic solution of {4-[4-(3-Trifluoromethyl-phenyl)-1H-imidazol-2-yl]-cyclohexylmethyl}-carbamic acid benzyl ester (4.15 g, 0.0091 mol) and 10% Pd/Carbon (400 mg) was shaken overnight under 55 psi of hydrogen in a Paar apparatus. The mixture was filtered through celite and concentrated under reduced pressure to give a foam, which was triturated with EtOAc/Hexanes/MeOH to produce C-{4-[4-(3-trifluoromethyl-phenyl)-1H-imidazole-2-yl]-cyclohexyl}-methylamine as a filterable solid. 1H NMR (DMS... Product: FC(C=1C=C(C=CC1)C=1N=C(NC1)C1CCC(CC1)CN)(F)F (C-{4-[4-(3-trifluoromethyl-phenyl)-1H-imidazole-2-yl]-cyclohexyl}-methylamine). The reagents and catalysts are [Pd].[C] (Pd Carbon). Reactants: C(C1=CC=CC=C1)OC(NCC1CCC(CC1)C=1NC=C(N1)C1=CC(=CC=C1)C(F)(F)F)=O ({4-[4-(3-Trifluoromethyl-phenyl)-1H-imidazol-2-yl]-cyclohexylmethyl}-carbamic acid benzyl ester), [H][H] (hydrogen). Reactants: O (water), ClC1=C(C(=O)NC2=C(C=C(C(=C2)O)F)F)C=CC=C1C1(CC1)C#N (2-chloro-3-(1-cyanocyclopropyl)-N-(2,4-difluoro-5-hydroxyphenyl)benzamide), ClC1=NC=C(C=C1)[N+](=O)[O-] (2-chloro-5-nitropyridine), C([O-])([O-])=O.[K+].[K+] (potassium carbonate). The solvent is CN(C=O)C (N,N-dimethylformamide). Reaction conditions: time 8 hour. The product is ClC1=C(C(=O)NC2=C(C=C(C(=C2)OC2=NC=C(C=C2)[N+](=O)[O-])F)F)C=CC=C1C1(CC1)C#N (2-chloro-3-(1-cyanocyclopropyl)-N-{2,4-difluoro-5-[(5-nitropyridin-2-yl)oxy]phenyl}benzamide). The yield is 92.0%. Reaction SMILES: [Cl:1][C:2]1[C:19]([C:20]2([C:23]#[N:24])[CH2:22][CH2:21]2)=[CH:18][CH:17]=[CH:16][C:3]=1[C:4]([NH:6][C:7]1[CH:12]=[C:11]([OH:13])[C:10]([F:14])=[CH:9][C:8]=1[F:15])=[O:5].Cl[C:26]1[CH:31]=[CH:30][C:29]([N+:32]([O-:34])=[O:33])=[CH:28][N:27]=1.C(=O)([O-])[O-].[K+].[K+].O>CN(C)C=O>[Cl:1][C:2]1[C:19]([C:20]2([C:23]#[N:24])[CH2:22][CH2:21]2)=[CH:18][CH:17]=[CH:16][C:3]=1[C:4]([NH:6][C:7]1[CH:12]=[C:11]([O:13][C:26]2[CH:31]=[CH:30][C:29]([N+:32]([O-:34])=[O:33])=[CH:28][N:27]=2)[C:10]([F:14])=[CH:9][C:8]=1[F:15])=[O:5] |f:2.3.4|. Procedure details: A suspension of 2-chloro-3-(1-cyanocyclopropyl)-N-(2,4-difluoro-5-hydroxyphenyl)benzamide (4.20 g, 12 mmol), 2-chloro-5-nitropyridine (1.9 g, 12 mmol) and potassium carbonate (1.66 g, 12 mmol) in N,N-dimethylformamide (20 mL) was stirred at room temperature overnight. The reaction mixture was poured into water (200 mL), and the mixture was extracted with ethyl acetate (100 mL×2). The ethyl acetate layers were combined, and dried over anhydrous sodium sulfate. The insoluble material was filtered ...